Dataset: the Open Reaction Database (ORD), a public repository of structured organic reaction records. Task: describe an organic reaction: reactants, conditions, products, and yield The reactants are CC(C)(C)OC(=O)NC1C=CC(Cl)CC1, CCOC(C)=O, [N-]=[N+]=[N-], [Na+], CN(C)C=O, O. The product is CC(C)(C)OC(=O)NC1C=CC(N=[N+]=[N-])CC1. Reaction SMILES: [C:1]([CH3:2])([CH3:3])([CH3:4])[O:5][C:6](=[O:7])[NH:8][CH:9]1[CH:10]=[CH:11][CH:12]([Cl:15])[CH2:13][CH2:14]1.[CH3:25][CH2:26][O:27][C:28](=[O:29])[CH3:30].[N-:17]=[N+:18]=[N-:19].[Na+:16].[O:20]=[CH:21][N:22]([CH3:23])[CH3:24].[OH2:31]>>[C:1]([CH3:2])([CH3:3])([CH3:4])[O:5][C:6](=[O:7])[NH:8][CH:9]1[CH:10]=[CH:11][CH:12]([N:17]=[N+:18]=[N-:19])[CH2:13][CH2:14]1. Reactants: BrBr (Bromine), ClC=1C=C(C(OC)=CC1)N (4-chloro-o-anisidine). Run in ClCCl (dichloromethane). Conditions: time 10 hour. The product is ClC1=CC(=C(C=C1Br)OC)N (4-chloro-5-bromo-2-aminoanisole). Isolated yield 33.4%. As a reaction SMILES: [Br:1]Br.[Cl:3][C:4]1[CH:5]=[C:6]([NH2:12])[C:7](=[CH:10][CH:11]=1)[O:8][CH3:9]>ClCCl>[Cl:3][C:4]1[C:11]([Br:1])=[CH:10][C:7]([O:8][CH3:9])=[C:6]([NH2:12])[CH:5]=1. Procedure: Bromine (26.4 g) was added to a solution of 4-chloro-o-anisidine (23.55 g) in dichloromethane (400 mL) at room temperature. The resulting mixture was stirred for 10 hours and quenched with NaOH. The organic layer was washed with brine, dried over MgSO4, and concentrated. Purification by flash chromatography over silica gel (elution with 10% ethyl acetate in hexanes) gave 11.8 g (33%) of the desired 4-chloro-5-bromo-2-aminoanisole. 1H NMR (300 MHz, CDC13) d 6.94 (s, 1 H), 6.78 (s, 1 H), 3.83 (s, ...